This data is from the Open Reaction Database (ORD), a public repository of structured organic reaction records. The task is: describe an organic reaction: reactants, conditions, products, and yield Starting materials: FC(C(=O)N1CCC2=C(C(C1)C)C=CC(=C2)OC)(F)F (N-trifluoroacetyl-7-methoxy-1-methyl-2,3,4,5-tetrahydro-1H-3-benzazepine), B(Br)(Br)Br (BBr3), solution. Solvent: ClCCl (dichloromethane), C(Cl)Cl (CH2Cl2). Conditions: time 8 hour. Product: FC(C(=O)N1CCC2=C(C(C1)C)C=CC(=C2)O)(F)F (N-Trifluoroacetyl-7-hydroxy-1-methyl-2,3,4,5-tetrahydro-1H-3-benzazepine). Isolated yield 95.6%. As a reaction SMILES: [F:1][C:2]([F:20])([F:19])[C:3]([N:5]1[CH2:11][CH:10]([CH3:12])[C:9]2[CH:13]=[CH:14][C:15]([O:17]C)=[CH:16][C:8]=2[CH2:7][CH2:6]1)=[O:4].B(Br)(Br)Br>ClCCl>[F:20][C:2]([F:1])([F:19])[C:3]([N:5]1[CH2:11][CH:10]([CH3:12])[C:9]2[CH:13]=[CH:14][C:15]([OH:17])=[CH:16][C:8]=2[CH2:7][CH2:6]1)=[O:4]. Procedure: A solution of N-trifluoroacetyl-7-methoxy-1-methyl-2,3,4,5-tetrahydro-1H-3-benzazepine (0.506 g, 1.76 mmol) in dichloromethane (20 mL) was treated with BBr3 (4.1 mL of a 1.0M solution in CH2Cl2, 4.1 mmol) and stirred overnight while warming to 20 C. The excess BBr3 was quenched with water, and the resulting mixture was diluted with ether (200 mL), washed with Na2CO3 (100 mL) and brine (100 mL), dried with Na2SO4 and concentrated. Flash chromatography (15% EtOAc in hexane, silica) resulted in 0.4...